Dataset: the Open Reaction Database (ORD), a public repository of structured organic reaction records. Task: describe an organic reaction: reactants, conditions, products, and yield Reactants: CC(C)(C)OC(=O)N1CCC(=O)CC1, C1CCOC1, CO, Nc1ncccc1CO. Yields the product CC(C)(C)OC(=O)N1CCC(Nc2ncccc2CO)CC1. Reaction SMILES: [C:10]([CH3:11])([CH3:12])([CH3:13])[O:14][C:15](=[O:16])[N:17]1[CH2:18][CH2:19][C:20](=[O:23])[CH2:21][CH2:22]1.[CH2:24]1[O:25][CH2:26][CH2:27][CH2:28]1.[CH3:29][OH:30].[NH2:1][c:2]1[n:3][cH:4][cH:5][cH:6][c:7]1[CH2:8][OH:9]>>[NH:1]([c:2]1[n:3][cH:4][cH:5][cH:6][c:7]1[CH2:8][OH:9])[CH:20]1[CH2:19][CH2:18][N:17]([C:15]([O:14][C:10]([CH3:11])([CH3:12])[CH3:13])=[O:16])[CH2:22][CH2:21]1. Starting materials: OC1=CC(=C(C#N)C=C1)F (4-hydroxy-2-fluorobenzonitrile), N1=CC=CC=C1 (pyridine), C(=O)(O)C1=C(C=C(C=C1)B1OCC(CO1)CCCCC)F (2-(4-carboxy-3-flurophenyl)-5-pentyl-1,3,2-dioxaborinane), N1=CC=CC=C1 (pyridine), S(=O)(Cl)Cl (thionyl chloride). The solvent is C(C)OCC (diethyl ether). Run at time 1 hour. The product is C(#N)C1=C(C=C(C=C1)OC(=O)C1=C(C=C(C=C1)B1OCC(CO1)CCCCC)F)F (2-[4'-(4-cyano-3-fluorophenyloxycarbonyl)-3'-fluorophenyl]-5-pentyl-1,3,2-dioxaborinane). Reaction SMILES: [C:1]([C:4]1[CH:9]=[CH:8][C:7]([B:10]2[O:15][CH2:14][CH:13]([CH2:16][CH2:17][CH2:18][CH2:19][CH3:20])[CH2:12][O:11]2)=[CH:6][C:5]=1[F:21])([OH:3])=[O:2].N1C=CC=CC=1.S(Cl)(Cl)=O.O[C:33]1[CH:40]=[CH:39][C:36]([C:37]#[N:38])=[C:35]([F:41])[CH:34]=1>C(OCC)C>[C:37]([C:36]1[CH:39]=[CH:40][C:33]([O:2][C:1]([C:4]2[CH:9]=[CH:8][C:7]([B:10]3[O:15][CH2:14][CH:13]([CH2:16][CH2:17][CH2:18][CH2:19][CH3:20])[CH2:12][O:11]3)=[CH:6][C:5]=2[F:21])=[O:3])=[CH:34][C:35]=1[F:41])#[N:38]. Procedure: A mixture comprising 0.004 mole of 2-(4-carboxy-3-flurophenyl)-5-pentyl-1,3,2-dioxaborinane, 0.32 ml of pyridine, 0.32 ml of thionyl chloride in 50 ml of anhydrous diethyl ether is stirred for 1 hour. Then 0.004 mole of 4-hydroxy-2-fluorobenzonitrile and 1 ml of pyridine are added. The mixture is allowed to stand overnight and then filtered. The residue obtained after distilling off the solvent is crystallized from a mixture of hexane and ethyl alcohol. The yield of the compound (VIs) is 60%. M....